Dataset: the Open Reaction Database (ORD), a public repository of structured organic reaction records. Task: describe an organic reaction: reactants, conditions, products, and yield Starting materials: N1=C(C=CC=C1)C1=NC(=NC=C1)NCC1=CC=C(S1)C(=O)NC1=C(C=CC=C1)NC(OC(C)(C)C)=O (tert-Butyl 2-(5-((4-(pyridin-2-yl)pyrimidin-2-ylamino)methyl)thiophene-2-carboxamido)phenylcarbamate), C(=O)(C(F)(F)F)O (TFA). Solvent: C(Cl)Cl (DCM). Conditions: time 30 minute. The product is NC1=C(C=CC=C1)NC(=O)C=1SC(=CC1)CNC1=NC=CC(=N1)C1=NC=CC=C1 (N-(2-Aminophenyl)-5-((4-(pyridin-2-yl)pyrimidin-2-ylamino)methyl)thiophene-2-carboxamide), C(=O)(C(F)(F)F)O (TFA). Yield: 75.0%. RXN SMILES: [N:1]1[CH:6]=[CH:5][CH:4]=[CH:3][C:2]=1[C:7]1[CH:12]=[CH:11][N:10]=[C:9]([NH:13][CH2:14][C:15]2[S:19][C:18]([C:20]([NH:22][C:23]3[CH:28]=[CH:27][CH:26]=[CH:25][C:24]=3[NH:29]C(=O)OC(C)(C)C)=[O:21])=[CH:17][CH:16]=2)[N:8]=1.[C:37]([OH:43])([C:39]([F:42])([F:41])[F:40])=[O:38]>C(Cl)Cl>[NH2:29][C:24]1[CH:25]=[CH:26][CH:27]=[CH:28][C:23]=1[NH:22][C:20]([C:18]1[S:19][C:15]([CH2:14][NH:13][C:9]2[N:8]=[C:7]([C:2]3[CH:3]=[CH:4][CH:5]=[CH:6][N:1]=3)[CH:12]=[CH:11][N:10]=2)=[CH:16][CH:17]=1)=[O:21].[C:37]([OH:43])([C:39]([F:42])([F:41])[F:40])=[O:38]. Procedure details: A solution of 381 (35 mg, 0.07 mmol) in 1:1 mixture of DCM and TFA (4 mL) was stirred at room temperature for 30 minutes. The reaction mixture was concentrated to produce a solid which was triturated with ether to afford the title compound as a TFA salt (26 mg, 75% yield). 1H NMR (MeOH-d4) 9.31 (s, 1H), 8.68 (s, 1H), 8.66 (s, 1H), 8.43 (d, J=5.1 Hz, 1H), 7.77 (d, J=3.9 Hz, 1H), 7.68 (m, 1H), 7.1-7.5 (m, 6H). LRMS: (calc) 402.2; (found) 403.3 (M+H1). Starting materials: Cn1cc(OC(=O)c2ccccc2)c(=O)c2cc(F)ccc21, C1CCNCC1, ClCCl. Yields the product Cn1cc(O)c(=O)c2cc(F)ccc21. RXN SMILES: [C:1](=[O:2])([c:3]1[cH:4][cH:5][cH:6][cH:7][cH:8]1)[O:9][c:10]1[cH:11][n:12]([CH3:22])[c:13]2[cH:14][cH:15][c:16]([F:21])[cH:17][c:18]2[c:19]1=[O:20].[CH2:23]1[CH2:24][CH2:25][NH:26][CH2:27][CH2:28]1.[Cl:29][CH2:30][Cl:31]>>[OH:9][c:10]1[cH:11][n:12]([CH3:22])[c:13]2[cH:14][cH:15][c:16]([F:21])[cH:17][c:18]2[c:19]1=[O:20]. Reactants: [Cr](=O)(=O)([O-])O[Cr](=O)(=O)[O-].[Na+].[Na+].S(O)(O)(=O)=O (sodium dichromate sulfuric acid), [Cr](=O)(=O)([O-])Cl.[NH+]1=CC=CC=C1 (pyridinium chlorochromate), alcohol, CC(=O)C.OS(=O)(=O)O.O=[Cr](=O)=O (Jones Reagent). Product: [O-2].[O-2].[O-2].[Cr+6].C(C)(=O)O.O (chromium trioxide acetic acid water), ketone. RXN SMILES: C[C:2]([CH3:4])=[O:3].[OH:5]S(O)(=O)=O.[O:10]=[Cr:11](=O)=O.[Cr](O[Cr]([O-])(=O)=O)([O-])(=O)=[O:15].[Na+].[Na+].S(=O)(=O)(O)[OH:26].[Cr](Cl)([O-])(=O)=O.[NH+]1C=CC=CC=1>>[O-2:3].[O-2:5].[O-2:10].[Cr+6:11].[C:2]([OH:15])(=[O:3])[CH3:4].[OH2:26] |f:0.1.2,3.4.5.6,7.8,9.10.11.12.13.14|. Procedure: The oxidation of the alcohol is carried out using a suitable oxidation agent such as "Jones Reagent", sodium dichromate-sulfuric acid miaxture, pyridinium chlorochromate, or a chromium trioxide-acetic acid-water mixture to form the corresponding ketone. The oxidation reaction may be carried out at temperatures between -10° C. and +50° C. When using a Jones Reagent, it is preferred to use a temperature of about -5° C. It is noteworthy that oxidation systems such as dimethyl sulfoxide-acetic anhyd... Starting materials: CCCCOCCOc1ccc(-c2ccc3c(c2)C=C(C(=O)OC)CCN3Cc2sc(C)nc2C)cc1, C1CCOC1, Cl, [Na+], [OH-]. The product is CCCCOCCOc1ccc(-c2ccc3c(c2)C=C(C(=O)O)CCN3Cc2sc(C)nc2C)cc1. As a reaction SMILES: [CH2:1]([CH2:2][CH2:3][CH3:4])[O:5][CH2:6][CH2:7][O:8][c:9]1[cH:10][cH:11][c:12](-[c:15]2[cH:16][cH:17][c:18]3[c:19]([cH:37]2)[CH:20]=[C:21]([C:33](=[O:34])[O:35][CH3:36])[CH2:22][CH2:23][N:24]3[CH2:25][c:26]2[c:27]([CH3:32])[n:28][c:29]([CH3:31])[s:30]2)[cH:13][cH:14]1.[CH2:41]1[O:42][CH2:43][CH2:44][CH2:45]1.[ClH:40].[Na+:39].[OH-:38]>>[CH2:1]([CH2:2][CH2:3][CH3:4])[O:5][CH2:6][CH2:7][O:8][c:9]1[cH:10][cH:11][c:12](-[c:15]2[cH:16][cH:17][c:18]3[c:19]([cH:37]2)[CH:20]=[C:21]([C:33](=[O:34])[OH:35])[CH2:22][CH2:23][N:24]3[CH2:25][c:26]2[c:27]([CH3:32])[n:28][c:29]([CH3:31])[s:30]2)[cH:13][cH:14]1. The reactants are O (water), FC1(CCC(CC1)C1=C(C(=NC=2CC(CC(C12)O)(C)C)C1CCN(CC1)C1=NC=C(C=N1)O)C(C1=CC=C(C=C1)C(F)(F)F)F)F ((−)-4-(4,4-Difluorocyclohexyl)-3-{fluoro[4-(trifluoromethyl)phenyl]methyl}-2-[1-(5-hydroxypyrimidin-2-yl)piperidin-4-yl]-7,7-dimethyl-5,6,7,8-tetrahydroquinolin-5-ol), C([O-])([O-])=O.[Cs+].[Cs+] (cesium carbonate), C1(=CC=C(C=C1)S(=O)(=O)OC[C@H]1OC(OC1)(C)C)C ((S)-(+)-2,2-dimethyl-1,3-dioxolan-4-ylmethyl p-toluene sulfonate). The solvent is C(C)(=O)OCC (ethyl acetate), CN1C(CCC1)=O (1-methyl-2-pyrrolidone). Run at temperature 70 celsius, time 2 hour. Yields the product FC1(CCC(CC1)C1=C(C(=NC=2CC(CC(C12)O)(C)C)C1CCN(CC1)C1=NC=C(C=N1)OC[C@H]1OC(OC1)(C)C)C(C1=CC=C(C=C1)C(F)(F)F)F)F (4-(4,4-difluorocyclohexyl)-2-[1-(5-{[(4R)-2,2-dimethyl-1,3-dioxolan-4-yl]methoxy}pyrimidin-2-yl)piperidin-4-yl]-3-{fluoro[4-(trifluoromethyl)phenyl]methyl}-7,7-dimethyl-5,6,7,8-tetrahydroquinolin-5-ol). Yield: 87.3%. Reaction SMILES: [F:1][C:2]1([F:46])[CH2:7][CH2:6][CH:5]([C:8]2[C:17]3[CH:16]([OH:18])[CH2:15][C:14]([CH3:20])([CH3:19])[CH2:13][C:12]=3[N:11]=[C:10]([CH:21]3[CH2:26][CH2:25][N:24]([C:27]4[N:32]=[CH:31][C:30]([OH:33])=[CH:29][N:28]=4)[CH2:23][CH2:22]3)[C:9]=2[CH:34]([F:45])[C:35]2[CH:40]=[CH:39][C:38]([C:41]([F:44])([F:43])[F:42])=[CH:37][CH:36]=2)[CH2:4][CH2:3]1.C(=O)([O-])[O-].[Cs+].[Cs+].C1(C)C=CC(S(O[CH2:63][C@@H:64]2[CH2:68][O:67][C:66]([CH3:70])([CH3:69])[O:65]2)(=O)=O)=CC=1.O>CN1CCCC1=O.C(OCC)(=O)C>[F:46][C:2]1([F:1])[CH2:3][CH2:4][CH:5]([C:8]2[C:17]3[CH:16]([OH:18])[CH2:15][C:14]([CH3:19])([CH3:20])[CH2:13][C:12]=3[N:11]=[C:10]([CH:21]3[CH2:22][CH2:23][N:24]([C:27]4[N:32]=[CH:31][C:30]([O:33][CH2:63][C@@H:64]5[CH2:68][O:67][C:66]([CH3:70])([CH3:69])[O:65]5)=[CH:29][N:28]=4)[CH2:25][CH2:26]3)[C:9]=2[CH:34]([F:45])[C:35]2[CH:36]=[CH:37][C:38]([C:41]([F:43])([F:42])[F:44])=[CH:39][CH:40]=2)[CH2:6][CH2:7]1 |f:1.2.3|. Reported procedure: To a solution of 389 mg (0.600 mmol) of (−)-4-(4,4-Difluorocyclohexyl)-3-{fluoro[4-(trifluoromethyl)phenyl]methyl}-2-[1-(5-hydroxypyrimidin-2-yl)piperidin-4-yl]-7,7-dimethyl-5,6,7,8-tetrahydroquinolin-5-ol, which was prepared by a method similar to that of Example 4, in 3 ml of 1-methyl-2-pyrrolidone, 489 mg (1.50 mmol) of cesium carbonate and 344 mg (1.20 mmol) of (S)-(+)-2,2-dimethyl-1,3-dioxolan-4-ylmethyl p-toluene sulfonate were added, and the reaction solution was stirred at 70° C. for 2 h...